Dataset: the Open Reaction Database (ORD), a public repository of structured organic reaction records. Task: describe an organic reaction: reactants, conditions, products, and yield Reactants: C(C)(C)(C)OC(=O)N[C@@H](CC(C)C)C(=O)N[C@@H]1CC[C@@H]2CN(C[C@@H]21)CC2=CC(=CC=C2)C(F)(F)F (N2-(tert-butyloxycarbonyl)-N1-{(3aR*,4R*,6aS*)-2-[3-(trifluoromethyl)benzyl]octahydrocyclopenta[c]pyrrol-4-yl}-L-leucinamide). Solvent: CCOCC (ether). Run at time 8 hour. Product: FC(C=1C=C(CN2C[C@H]3[C@@H](C2)[C@H](CC3)NC([C@@H](N)CC(C)C)=O)C=CC1)(F)F (N1-{(3aS*,4S*,6aR*)-2-[3-(trifluoromethyl)benzyl]octahydrocyclopenta[c]pyrrol-4-yl}-L-leucinamide), hydrochloride salt. As a reaction SMILES: C(OC([NH:8][C@H:9]([C:14]([NH:16][C@H:17]1[C@@H:24]2[C@@H:20]([CH2:21][N:22]([CH2:25][C:26]3[CH:31]=[CH:30][CH:29]=[C:28]([C:32]([F:35])([F:34])[F:33])[CH:27]=3)[CH2:23]2)[CH2:19][CH2:18]1)=[O:15])[CH2:10][CH:11]([CH3:13])[CH3:12])=O)(C)(C)C>CCOCC>[F:34][C:32]([F:33])([F:35])[C:28]1[CH:27]=[C:26]([CH:31]=[CH:30][CH:29]=1)[CH2:25][N:22]1[CH2:23][C@H:24]2[C@@H:17]([NH:16][C:14](=[O:15])[C@H:9]([CH2:10][CH:11]([CH3:12])[CH3:13])[NH2:8])[CH2:18][CH2:19][C@H:20]2[CH2:21]1. Procedure details: N2-(tert-butyloxycarbonyl)-N1-{(3aR*,4R*,6aS*)-2-[3-(trifluoromethyl)benzyl]octahydrocyclopenta[c]pyrrol-4-yl}-L-leucinamide (140 mg, 0.281 mmol) from Example 137 and 2 NHCl (2.5 mL, 5.00 mmol) were combined in ether, and the reaction was stirred at room temperature overnight. The solids were collected and dried to give the title compound as the hydrochloride salt: 1H NMR (500 MHz, pyridine-d5) δ ppm 8.59 (s, 0.5H), 8.48 (s, 0.5H), 7.89 (s, 0.5H), 7.83 (s, 0.5H), 7.69 (t, J=6.8, 1H), 7.60 (d, J=... The reactants are C(C)(=O)O[BH-](OC(C)=O)OC(C)=O.[Na+] (sodium triacetoxyborohydride), C([O-])([O-])=O.[K+].[K+] (potassium carbonate), C1(CC2CCCC3=CC=CC1=C23)N2CCC(CC2)=O (1-(1,2,2a,3,4,5-hexahydroacenaphthylen-1-yl)piperidin-4-one), C1(=C(C=CC=C1)N)N (1,2-phenylenediamine). Run in C(C)(=O)O (acetic acid), ClC(C)Cl (dichloroethane), O (water). Reaction conditions: time 19 hour. Yields the product C1(CC2CCCC3=CC=CC1=C23)N2CCC(CC2)NC=2C(=CC=CC2)N (N-[1-(1,2,2a,3,4,5-hexahydroacenaphthylen-1-yl)piperidin-4-yl]-benzene-1,2-diamine). The yield is 85.2%. As a reaction SMILES: [CH:1]1([N:13]2[CH2:18][CH2:17][C:16](=O)[CH2:15][CH2:14]2)[C:11]2=[C:12]3[C:7](=[CH:8][CH:9]=[CH:10]2)[CH2:6][CH2:5][CH2:4][CH:3]3[CH2:2]1.[C:20]1([NH2:27])[CH:25]=[CH:24][CH:23]=[CH:22][C:21]=1[NH2:26].C(O[BH-](OC(=O)C)OC(=O)C)(=O)C.[Na+].C(=O)([O-])[O-].[K+].[K+]>ClC(Cl)C.O.C(O)(=O)C>[CH:1]1([N:13]2[CH2:18][CH2:17][CH:16]([NH:26][C:21]3[C:20]([NH2:27])=[CH:25][CH:24]=[CH:23][CH:22]=3)[CH2:15][CH2:14]2)[C:11]2=[C:12]3[C:7](=[CH:8][CH:9]=[CH:10]2)[CH2:6][CH2:5][CH2:4][CH:3]3[CH2:2]1 |f:2.3,4.5.6|. Reported procedure: To a cooled (0° C.) solution of 1-(1,2,2a,3,4,5-hexahydroacenaphthylen-1-yl)piperidin-4-one (1.00 g, 3.92 mmol) and 1,2-phenylenediamine (642 mg) in dichloroethane (30 ml) were added sodium triacetoxyborohydride (1.99 g) and acetic acid (0.509 ml), and the mixture was stirred at room temperature for 19 hr. The reaction mixture was poured into water, and the mixture was neutralized with potassium carbonate, and extracted with chloroform. The extract was washed with water and saturated brine, drie... Reactants: COC=1C=CC(=C(C1)N)C1C(C2=CC=C(C=C2CC1)OC)(C)C (5-methoxy-2-(6-methoxy-1,1-dimethyl-1,2,3,4-tetrahydronaphthalen-2-yl)phenylamine), BrC1=CC(=C(OCCN2CCCCC2)C=C1)F (1-[2-(4-bromo-2-fluorophenoxy)ethyl]piperidine), FC=1C=C(C=CC1OCCN1CCCCC1)NC1=C(C=CC(=C1)OC)C1C(C2=CC=C(C=C2CC1)OC)(C)C ([3-fluoro-4-(2-piperidin-1-ylethoxy)phenyl][5-methoxy-2-(6-methoxy-1,1-dimethyl-1,2,3,4-tetrahydronaphthalen-2-yl)phenyl]amine). The product is FC=1C=C(C=CC1OCCN1CCCCC1)NC1=C(C=CC(=C1)O)C1C(C=2C=CC(=CC2CC1)O)(C)C (6-{2-[3-Fluoro-4-(2-piperidin-1-ylethoxy)phenylamino]-4-hydroxyphenyl}-5,5-dimethyl-5,6,7,8-tetrahydronaphthalen-2-ol). The yield is 84.6%. As a reaction SMILES: COC1C=CC(C2CCC3C(=CC=C(OC)C=3)C2(C)C)=C(N)C=1.BrC1C=CC(OCCN2CCCCC2)=C(F)C=1.[F:41][C:42]1[CH:43]=[C:44]([NH:57][C:58]2[CH:63]=[C:62]([O:64]C)[CH:61]=[CH:60][C:59]=2[CH:66]2[CH2:75][CH2:74][C:73]3[C:68](=[CH:69][CH:70]=[C:71]([O:76]C)[CH:72]=3)[C:67]2([CH3:79])[CH3:78])[CH:45]=[CH:46][C:47]=1[O:48][CH2:49][CH2:50][N:51]1[CH2:56][CH2:55][CH2:54][CH2:53][CH2:52]1>>[F:41][C:42]1[CH:43]=[C:44]([NH:57][C:58]2[CH:63]=[C:62]([OH:64])[CH:61]=[CH:60][C:59]=2[CH:66]2[CH2:75][CH2:74][C:73]3[CH:72]=[C:71]([OH:76])[CH:70]=[CH:69][C:68]=3[C:67]2([CH3:79])[CH3:78])[CH:45]=[CH:46][C:47]=1[O:48][CH2:49][CH2:50][N:51]1[CH2:56][CH2:55][CH2:54][CH2:53][CH2:52]1. Procedure details: Synthesized from 5-methoxy-2-(6-methoxy-1,1-dimethyl-1,2,3,4-tetrahydronaphthalen-2-yl)phenylamine and 1-[2-(4-bromo-2-fluorophenoxy)ethyl]piperidine according to an analogous synthetic method to Example 116, [3-fluoro-4-(2-piperidin-1-ylethoxy)phenyl][5-methoxy-2-(6-methoxy-1,1-dimethyl-1,2,3,4-tetrahydronaphthalen-2-yl)phenyl]amine (348 mg) was used according to an analogous synthetic method to Example 111 to provide the title compound (279 mg). Reactants: Cl.NC1=C(C#N)C=CC(=C1)CN1C(CC(CC1)CC1=NC2=C(N1)C=C(C=C2)Cl)=O (2-Amino-4-[4-(6-chloro-1H-benzoimidazol-2-ylmethyl)-2-oxo-piperidin-1-ylmethyl]-benzonitrile hydrochloric acid salt), Cl.ClNC=O (chloroformamide hydrochloride), N1=CC=CC=C1 (pyridine). Reaction conditions: temperature 200 celsius. Product: ClC=1C=CC2=C(NC(=N2)CC2CC(N(CC2)CC2=CC=C3C(=NC(=NC3=C2)N)N)=O)C1 (4-(6-Chloro-1H-benzoimidazol-2-ylmethyl)-1-(2,4-diamino-quinazolin-7-ylmethyl)-piperidin-2-one). Yield: 45.0%. Reaction SMILES: Cl.[NH2:2][C:3]1[CH:10]=[C:9]([CH2:11][N:12]2[CH2:17][CH2:16][CH:15]([CH2:18][C:19]3[NH:23][C:22]4[CH:24]=[C:25]([Cl:28])[CH:26]=[CH:27][C:21]=4[N:20]=3)[CH2:14][C:13]2=[O:29])[CH:8]=[CH:7][C:4]=1[C:5]#[N:6].Cl.Cl[NH:32][CH:33]=O.[N:35]1C=CC=CC=1>>[Cl:28][C:25]1[CH:26]=[CH:27][C:21]2[N:20]=[C:19]([CH2:18][CH:15]3[CH2:16][CH2:17][N:12]([CH2:11][C:9]4[CH:10]=[C:3]5[C:4]([C:5]([NH2:35])=[N:6][C:33]([NH2:32])=[N:2]5)=[CH:7][CH:8]=4)[C:13](=[O:29])[CH2:14]3)[NH:23][C:22]=2[CH:24]=1 |f:0.1,2.3|. Reported procedure: 2-Amino-4-[4-(6-chloro-1H-benzoimidazol-2-ylmethyl)-2-oxo-piperidin-1-ylmethyl]-benzonitrile hydrochloric acid salt (70 mg, 0.15 mmol), EXAMPLE 814, Part E, pyridine (1.0 mL) and freshly made chloroformamide hydrochloride (150 mg, 1.33 mmol) are placed in a sealed tube and heated to 200° C. The resulting mixture is heated for twenty four hours. The crude reaction mixture is directly purified by reverse phase HPLC (0-50% ACN/H2O). The product (53 mg, 45% yield) is isolated as a tanish solid. C22H...